From a dataset of the Open Reaction Database (ORD), a public repository of structured organic reaction records. describe an organic reaction: reactants, conditions, products, and yield Starting materials: [Br-], O=C1CCCc2cc(OCc3ccccc3)ccc21, C[Mg+], [Cl-], Cl, [NH4+], C1CCOC1. Yields the product CC1=CCCc2cc(OCc3ccccc3)ccc21. Reaction SMILES: [Br-:28].[CH2:1]([c:2]1[cH:3][cH:4][cH:5][cH:6][cH:7]1)[O:8][c:9]1[cH:10][c:11]2[c:16]([cH:17][cH:18]1)[C:15](=[O:19])[CH2:14][CH2:13][CH2:12]2.[CH3:29][Mg+:30].[Cl-:20].[ClH:22].[NH4+:21].[O:23]1[CH2:24][CH2:27][CH2:26][CH2:25]1>>[CH2:1]([c:2]1[cH:3][cH:4][cH:5][cH:6][cH:7]1)[O:8][c:9]1[cH:10][c:11]2[c:16]([cH:17][cH:18]1)[C:15]([CH3:24])=[CH:14][CH2:13][CH2:12]2. Starting materials: C(C)[C@@]12[C@@H](NCCC1)C1=CC=CC=C1C2 ((−)-(4aR*,9bR*)-4a-Ethyl-2,3,4,4a,5,9b-hexahydro-1H-indeno[1,2-b]pyridine), C(C)[C@@]12[C@@H](NCCC1)C1=CC=CC=C1C2 ((+)-(4aR*,9bR*)-4a-ethyl-2,3,4,4a,5,9b-hexahydro-1H-indeno[1,2-b]pyridine), Cl (hydrochloride). Product: Cl.C(C)[C@@]12[C@@H](NCCC1)C1=CC=CC=C1C2 ((4aR*,9bR*)-4a-ethyl-2,3,4,4a,5,9b-hexahydro-1H-indeno[1,2-b]pyridine hydrochloride). RXN SMILES: [CH2:1]([C@@:3]12[CH2:15][C:14]3[C:9](=[CH:10][CH:11]=[CH:12][CH:13]=3)[C@@H:4]1[NH:5][CH2:6][CH2:7][CH2:8]2)[CH3:2].[ClH:16]>>[ClH:16].[CH2:1]([C@@:3]12[CH2:15][C:14]3[C:9](=[CH:10][CH:11]=[CH:12][CH:13]=3)[C@@H:4]1[NH:5][CH2:6][CH2:7][CH2:8]2)[CH3:2] |f:2.3|. Procedure details: (−)-(4aR*,9bR*)-4a-Ethyl-2,3,4,4a,5,9b-hexahydro-1H-indeno[1,2-b]pyridine and (+)-(4aR*,9bR*)-4a-ethyl-2,3,4,4a,5,9b-hexahydro-1H-indeno[1,2-b]pyridine were each made into a hydrochloride by a conventional method, washed with ethyl acetate, and then collected by filtration to obtain (4aR*,9bR*)-4a-ethyl-2,3,4,4a,5,9b-hexahydro-1H-indeno[1,2-b]pyridine hydrochloride and an enantiomer thereof, respectively, as a colorless powder. The reactants are [I-].[K+] (potassium iodide), ClCCCN1C2=C(CCC3=C1C=CC=C3)C=CC=C2 (5-(3-chloropropyl)-10,11-dihydro-5H-dibenz[b,f]azepine), C([O-])([O-])=O.[K+].[K+] (Potassium carbonate), Cl.COC(=O)C1C(NCCC1)C (2-methyl-3-piperidinecarboxylic acid methyl ester hydrochloride). Run in C(C)C(=O)C (methyl ethyl ketone), C(C)C(=O)C (methyl ethyl ketone). Reaction conditions: time 2 hour. The product is COC(=O)C1C(N(CCC1)CCCN1C2=C(CCC3=C1C=CC=C3)C=CC=C2)C (1-(3-(10,11 -dihydro-5H-dibenz[b,f]-azepin-5-yl)-1-propyl)-2-methyl-3-piperidinecarboxylic acid methyl ester). Reaction SMILES: [I-].[K+].Cl[CH2:4][CH2:5][CH2:6][N:7]1[C:13]2[CH:14]=[CH:15][CH:16]=[CH:17][C:12]=2[CH2:11][CH2:10][C:9]2[CH:18]=[CH:19][CH:20]=[CH:21][C:8]1=2.C(=O)([O-])[O-].[K+].[K+].Cl.[CH3:29][O:30][C:31]([CH:33]1[CH2:38][CH2:37][CH2:36][NH:35][CH:34]1[CH3:39])=[O:32]>C(C(C)=O)C>[CH3:29][O:30][C:31]([CH:33]1[CH2:38][CH2:37][CH2:36][N:35]([CH2:4][CH2:5][CH2:6][N:7]2[C:13]3[CH:14]=[CH:15][CH:16]=[CH:17][C:12]=3[CH2:11][CH2:10][C:9]3[CH:18]=[CH:19][CH:20]=[CH:21][C:8]2=3)[CH:34]1[CH3:39])=[O:32] |f:0.1,3.4.5,6.7|. Reported procedure: A mixture of potassium iodide (17.5 g, 0.11 mol) and methyl ethyl ketone (180 ml) was heated at reflux temperature for 1 h. A solution of 5-(3-chloropropyl)-10,11-dihydro-5H-dibenz[b,f]azepine (4.8 g, 0.019 mol, prepared similarly as described in example 1) in methyl ethyl ketone (25 ml) was added and heating at reflux temperature was continued for 2 h. Potassium carbonate (8.5 g, 0.061 mol) and 2-methyl-3-piperidinecarboxylic acid methyl ester hydrochloride (5.1 g, 0.026 mol) were added and the... The reactants are [Si](C)(C)(C(C)(C)C)O[C@@H]1C=2C(=C(C(=NC2CC(C1)(C)C)C(C)C)C=O)I ((S)-5-(tert-butyldimethylsilyloxy)-4-iodo-2-isopropyl-7,7-dimethyl-5,6,7,8-tetrahydroquinoline-3-carbaldehyde), IC1=CC=C(C=C1)C(C#N)(C)C (2-(4-iodophenyl)-2-methylpropanenitrile), solution. Run in O1CCCC1 (tetrahydrofurane). Yields the product [Si](C)(C)(C(C)(C)C)O[C@@H]1C=2C(=C(C(=NC2CC(C1)(C)C)C(C)C)[C@H](C1=CC=C(C=C1)C(C#N)(C)C)O)I (2-(4-((S)—((S)-5-(tert-butyldimethylsilyloxy)-4-iodo-2-isopropyl-7,7-dimethyl-5,6,7,8-tetrahydroquinolin-3-yl)(hydroxy)methyl)phenyl)-2-methylpropanenitrile). RXN SMILES: [Si:1]([O:8][C@H:9]1[CH2:18][C:17]([CH3:20])([CH3:19])[CH2:16][C:15]2[N:14]=[C:13]([CH:21]([CH3:23])[CH3:22])[C:12]([CH:24]=[O:25])=[C:11]([I:26])[C:10]1=2)([C:4]([CH3:7])([CH3:6])[CH3:5])([CH3:3])[CH3:2].I[C:28]1[CH:33]=[CH:32][C:31]([C:34]([CH3:38])([CH3:37])[C:35]#[N:36])=[CH:30][CH:29]=1>O1CCCC1>[Si:1]([O:8][C@H:9]1[CH2:18][C:17]([CH3:19])([CH3:20])[CH2:16][C:15]2[N:14]=[C:13]([CH:21]([CH3:22])[CH3:23])[C:12]([C@@H:24]([OH:25])[C:28]3[CH:33]=[CH:32][C:31]([C:34]([CH3:38])([CH3:37])[C:35]#[N:36])=[CH:30][CH:29]=3)=[C:11]([I:26])[C:10]1=2)([C:4]([CH3:5])([CH3:6])[CH3:7])([CH3:3])[CH3:2]. Procedure: Obtained by starting from (S)-5-(tert-butyldimethylsilyloxy)-4-iodo-2-isopropyl-7,7-dimethyl-5,6,7,8-tetrahydroquinoline-3-carbaldehyde and 2-(4-iodophenyl)-2-methylpropanenitrile. A 1.3 M solution of isopropylmagnesium chloride-lithium chloride complex in tetrahydrofurane is used instead of isopropylmagnesium chloride. Reactants: BrC=1C(=C(C=C(C1C)Cl)C(C)=O)OC (1-(3-bromo-5-chloro-2-methoxy-4-methylphenyl)ethanone), CN(C(=O)C1=NC=C(C=C1)B1OC(C(O1)(C)C)(C)C)C (N,N-dimethyl-5-(4,4,5,5-tetramethyl-1,3,2-dioxaborolan-2-yl)pyridine-2-carboxamide), C([O-])([O-])=O.[K+].[K+] (potassium carbonate). The reagents and catalysts are C=1C=CC(=CC1)[P](C=2C=CC=CC2)(C=3C=CC=CC3)[Pd]([P](C=4C=CC=CC4)(C=5C=CC=CC5)C=6C=CC=CC6)([P](C=7C=CC=CC7)(C=8C=CC=CC8)C=9C=CC=CC9)[P](C=1C=CC=CC1)(C=1C=CC=CC1)C=1C=CC=CC1 (Tetrakis(triphenylphosphine)palladium(0)). Run in O1CCOCC1 (1,4-dioxane), O (water), O (water). Reaction conditions: temperature 100 celsius, time 8 hour. The product is C(C)(=O)C=1C(=C(C(=C(C1)Cl)C)C=1C=CC(=NC1)C(=O)N(C)C)OC (5-(3-Acetyl-5-chloro-2-methoxy-6-methylphenyl)-N,N-dimethylpyridine-2-carboxamide). RXN SMILES: Br[C:2]1[C:3]([O:13][CH3:14])=[C:4]([C:10](=[O:12])[CH3:11])[CH:5]=[C:6]([Cl:9])[C:7]=1[CH3:8].[CH3:15][N:16]([CH3:34])[C:17]([C:19]1[CH:24]=[CH:23][C:22](B2OC(C)(C)C(C)(C)O2)=[CH:21][N:20]=1)=[O:18].C(=O)([O-])[O-].[K+].[K+]>O1CCOCC1.O.C1C=CC([P]([Pd]([P](C2C=CC=CC=2)(C2C=CC=CC=2)C2C=CC=CC=2)([P](C2C=CC=CC=2)(C2C=CC=CC=2)C2C=CC=CC=2)[P](C2C=CC=CC=2)(C2C=CC=CC=2)C2C=CC=CC=2)(C2C=CC=CC=2)C2C=CC=CC=2)=CC=1>[C:10]([C:4]1[C:3]([O:13][CH3:14])=[C:2]([C:22]2[CH:23]=[CH:24][C:19]([C:17]([N:16]([CH3:34])[CH3:15])=[O:18])=[N:20][CH:21]=2)[C:7]([CH3:8])=[C:6]([Cl:9])[CH:5]=1)(=[O:12])[CH3:11] |f:2.3.4,^1:51,53,72,91|. Procedure details: To a mixture of 1-(3-bromo-5-chloro-2-methoxy-4-methylphenyl)ethanone (0.38 g, 1.4 mmol) and N,N-dimethyl-5-(4,4,5,5-tetramethyl-1,3,2-dioxaborolan-2-yl)pyridine-2-carboxamide (from PepTech, 0.46 g, 1.6 mmol) in 1,4-dioxane (6 mL), potassium carbonate (0.38 g, 2.7 mmol) in water (2 mL) was added. The reaction mixture was bubbled with N2. Tetrakis(triphenylphosphine)palladium(0) (0.095 g, 0.082 mmol) was added and the reaction was stirred overnight at 100° C. The reaction was diluted with water, ... Starting materials: C1(=CC=CC=C1)C(CC)NC=1N=C(C=2N=CN([C@H]3[C@H](O)[C@H](O)[C@@H](CO)O3)C2N1)N ((R)-2-[(1-Phenylpropyl)amino]adenosine), Cl (hydrochloric acid), C([O-])(O)=O.[Na+] (sodium bicarbonate). Yields the product C1(=CC=CC=C1)C(C)(C)NC=1N=C(C=2N=CN([C@@H]3[C@H](O)[C@H](O)[C@@H](CO)O3)C2N1)N ((S)-2-[(Phenylisopropyl)Amino]Adenosine). As a reaction SMILES: [C:1]1([CH:7]([NH:10][C:11]2[N:12]=[C:13]([NH2:29])[C:14]3[N:15]=[CH:16][N:17]([C:27]=3[N:28]=2)[C@@H:18]2[O:26][C@H:23]([CH2:24][OH:25])[C@@H:21]([OH:22])[C@H:19]2[OH:20])[CH2:8]C)[CH:6]=[CH:5][CH:4]=[CH:3][CH:2]=1.Cl.[C:31](=O)(O)[O-].[Na+]>>[C:1]1([C:7]([NH:10][C:11]2[N:12]=[C:13]([NH2:29])[C:14]3[N:15]=[CH:16][N:17]([C:27]=3[N:28]=2)[C@H:18]2[O:26][C@H:23]([CH2:24][OH:25])[C@@H:21]([OH:22])[C@H:19]2[OH:20])([CH3:8])[CH3:31])[CH:6]=[CH:5][CH:4]=[CH:3][CH:2]=1 |f:2.3|. Procedure details: Treat the secondary amine (3) (0.46 g, 1.05 mmol) with 1M hydrochloric acid (40 ml) and heat the reaction to 45° C. for 15 minutes. Cool the reaction and pour into saturated sodium bicarbonate (300 ml). Extract the reaction with chloroform (3×150 ml). Combine the organic extracts, dry over anhydrous magnesium sulfate, filter, and concentrate under vacuum to provide the title compound (0.40 g) as the free base. Treat this with ethereal hydrogen chloride, filter, and dry the solid under high vacuu... Starting materials: CCCC(=O)c1cnc2c(OCCSC)cccc2c1Cl, O=C([O-])O, ClCCl, Cc1cccc(C)c1N, Cc1ccccc1, [Na+], O. Yields the product CCCC(=O)c1cnc2c(OCCSC)cccc2c1Nc1c(C)cccc1C. As a reaction SMILES: [C:1]([CH2:2][CH2:3][CH3:4])(=[O:5])[c:6]1[cH:7][n:8][c:9]2[c:10]([O:17][CH2:18][CH2:19][S:20][CH3:21])[cH:11][cH:12][cH:13][c:14]2[c:15]1[Cl:16].[C:34](=[O:35])([OH:36])[O-:37].[CH2:31]([Cl:32])[Cl:33].[CH3:22][c:23]1[cH:24][cH:25][cH:26][c:27]([CH3:28])[c:29]1[NH2:30].[CH3:39][c:40]1[cH:41][cH:42][cH:43][cH:44][cH:45]1.[Na+:38].[OH2:46]>>[C:1]([CH2:2][CH2:3][CH3:4])(=[O:5])[c:6]1[cH:7][n:8][c:9]2[c:10]([O:17][CH2:18][CH2:19][S:20][CH3:21])[cH:11][cH:12][cH:13][c:14]2[c:15]1[NH:30][c:29]1[c:23]([CH3:22])[cH:24][cH:25][cH:26][c:27]1[CH3:28]. The reactants are [Cl-].[Ca+2].[Cl-] (calcium chloride), Cl (hydrochloric acid), [Cl-].[Na+] (sodium chloride), FC1=C(CNC(OC)=O)C=C(C=C1)C#CC(C)O (methyl N-[2-fluoro-5-(3-hydroxy-1-butynyl)benzyl]carbamate). Reagents/catalysts: [Cu]I (copper(I) iodide), [Cu] (copper). The solvent is C1(=CC=CC=C1)C (toluene). Reaction conditions: temperature 0 celsius, time 5 hour. Yields the product ClC(C#CC=1C=CC(=C(CNC(OC)=O)C1)F)C (methyl N-[5-(3-chloro-1-butynyl)-2-fluorobenzyl]carbamate). The yield is 93.5%. As a reaction SMILES: [F:1][C:2]1[CH:13]=[CH:12][C:11]([C:14]#[C:15][CH:16](O)[CH3:17])=[CH:10][C:3]=1[CH2:4][NH:5][C:6](=[O:9])[O:7][CH3:8].[Cl-:19].[Ca+2].[Cl-].Cl.[Cl-].[Na+]>C1(C)C=CC=CC=1.[Cu]I.[Cu]>[Cl:19][CH:16]([CH3:17])[C:15]#[C:14][C:11]1[CH:12]=[CH:13][C:2]([F:1])=[C:3]([CH:10]=1)[CH2:4][NH:5][C:6](=[O:9])[O:7][CH3:8] |f:1.2.3,5.6|. Procedure details: 0.53 g of methyl N-[2-fluoro-5-(3-hydroxy-1-butynyl)benzyl]carbamate was dissolved in 10 ml of toluene. This solution was added at 0° C. to a mixture comprising 0.11 g of calcium chloride, 0.08 g of copper(I) iodide, 0.01 g of copper and 10 ml of concentrated hydrochloric acid, followed by stirring at 0° C. for 5 hours. The reaction solution was poured into a saturated sodium chloride aqueous solution and extracted with ethyl acetate, followed by drying over anhydrous magnesium sulfate. The solv... Starting materials: C(C)(=O)OCC (ethyl acetate), CC=1C(=CC2=C(OCO2)C1)C(CCC)O ((6-methyl-1,3-benzodioxol-5-yl)butan-1-ol), SCC(=O)O (mercaptoacetic acid), CC1(C2CCC1(C(=O)C2)CS(=O)(=O)O)C (D-10-camphorsulfonic acid). Yields the product CC=1C(=CC2=C(OCO2)C1)C(CCC)SCC(=O)O ([{1-(6-Methyl-1,3-benzodioxol-5-yl)butyl}thio]acetic acid). Procedure details: A solution of 5.6 g of (6-methyl-1,3-benzodioxol-5-yl)butan-1-ol, 4.8 g of mercaptoacetic acid and a catalytic amount of D-10-camphorsulfonic acid in 60 ml of benzene was heated under reflux for 3 hours, followed by the addition of ethyl acetate. The obtained mixture was washed with water and extracted with a 1N aqueous solution of sodium hydroxide. The aqueous layer was washed with ethyl acetate, acidified with 1N hydrochloric acid and extracted with chloroform. The organic layer was dried over... Isolated yield 54.0%. Solvent: C1=CC=CC=C1 (benzene). As a reaction SMILES: [CH3:1][C:2]1[C:3]([CH:11](O)[CH2:12][CH2:13][CH3:14])=[CH:4][C:5]2[O:9][CH2:8][O:7][C:6]=2[CH:10]=1.[SH:16][CH2:17][C:18]([OH:20])=[O:19].CC1(C)C2(CS(O)(=O)=O)C(CC1CC2)=O.C(OCC)(=O)C>C1C=CC=CC=1>[CH3:1][C:2]1[C:3]([CH:11]([S:16][CH2:17][C:18]([OH:20])=[O:19])[CH2:12][CH2:13][CH3:14])=[CH:4][C:5]2[O:9][CH2:8][O:7][C:6]=2[CH:10]=1. The reactants are C(CC(C)C)ON=O (isoamylnitrite), CN1CCC2=C(CC1=O)C=CC=C2 (3-Methyl-2,3,4,5-tetrahydro-1H-3-benzazepin-2-one), C[Si](C)(C)[N-][Si](C)(C)C.[Na+] (NaHMDS). Run in C1CCOC1 (THF). Conditions: temperature 0 celsius, time 1 hour. The product is ON=C1C(N(CCC2=C1C=CC=C2)C)=O (1-hydroxyimino-3-methyl-2,3,4,5-tetrahydro-1H-3-benzazepin-2-one). RXN SMILES: [CH3:1][N:2]1[C:8](=[O:9])[CH2:7][C:6]2[CH:10]=[CH:11][CH:12]=[CH:13][C:5]=2[CH2:4][CH2:3]1.C([O:19][N:20]=O)CC(C)C.C[Si]([N-][Si](C)(C)C)(C)C.[Na+]>C1COCC1>[OH:19][N:20]=[C:7]1[C:6]2[CH:10]=[CH:11][CH:12]=[CH:13][C:5]=2[CH2:4][CH2:3][N:2]([CH3:1])[C:8]1=[O:9] |f:2.3|. Procedure: 3-Methyl-2,3,4,5-tetrahydro-1H-3-benzazepin-2-one (1 eq.) was dissolved in THF and isoamylnitrite (1.2 eq.) was added. The mixture was cooled to 0° C. in an ice bath. NaHMDS (1.1 eq., 1M in THF) was added dropwise. After stirring for 1 hour or until the reaction was complete, the mixture was concentrated then acidified with 1N aqueous hydrochloric acid solution and extracted with ethyl acetate. The organic portion was dried and concentrated to yield a crude product which was purified by silica g...